The task is: describe an organic reaction: reactants, conditions, products, and yield. This data is from the Open Reaction Database (ORD), a public repository of structured organic reaction records. The reactants are C(=O)(C(F)(F)F)O (TFA), C(C1=CC=CC=C1)C1=C(C(=C(N=N1)N1CCC(CC1)=O)C)C (1-(6-Benzyl-4,5-dimethyl-pyridazin-3-yl)-piperidin-4-one), C1NCCC2=CC=CC=C12 (1,2,3,4-tetrahydro-isoquinoline). Yields the product C(C1=CC=CC=C1)C1=C(C(=C(N=N1)N1CCC(CC1)N1CC2=CC=CC=C2CC1)C)C (2-[1-(6-Benzyl-4,5-dimethyl-pyridazin-3-yl)-piperidin-4-yl]-1,2,3,4-tetrahydro-isoquinoline). As a reaction SMILES: C(O)(C(F)(F)F)=O.[CH2:8]([C:15]1[N:20]=[N:19][C:18]([N:21]2[CH2:26][CH2:25][C:24](=O)[CH2:23][CH2:22]2)=[C:17]([CH3:28])[C:16]=1[CH3:29])[C:9]1[CH:14]=[CH:13][CH:12]=[CH:11][CH:10]=1.[CH2:30]1[C:39]2[C:34](=[CH:35][CH:36]=[CH:37][CH:38]=2)[CH2:33][CH2:32][NH:31]1>>[CH2:8]([C:15]1[N:20]=[N:19][C:18]([N:21]2[CH2:26][CH2:25][CH:24]([N:31]3[CH2:32][CH2:33][C:34]4[C:39](=[CH:38][CH:37]=[CH:36][CH:35]=4)[CH2:30]3)[CH2:23][CH2:22]2)=[C:17]([CH3:28])[C:16]=1[CH3:29])[C:9]1[CH:14]=[CH:13][CH:12]=[CH:11][CH:10]=1. Procedure: This compound as a TFA salt is prepared from compound 24 and 1,2,3,4-tetrahydro-isoquinoline following a procedure used in example 56. As a reaction SMILES: [CH3:1][C:2]1[CH:7]=[C:6]([NH2:8])[CH:5]=[CH:4][N+:3]=1[O-].C([O-])([O-])=[O:11].[Na+].[Na+].[C:16]([O:19][C:20](=[O:22])[CH3:21])(=O)[CH3:17]>>[C:20]([O:19][CH2:16][C:17]1[CH:1]=[C:2]([NH:3][C:4](=[O:11])[CH3:5])[CH:7]=[CH:6][N:8]=1)(=[O:22])[CH3:21] |f:1.2.3|. Reactants: anhydride, CC1=[N+](C=CC(=C1)N)[O-] (2-methyl-4-aminopyridine-N-oxide), C(C)(=O)OC(C)=O (acetic anhydride), C(=O)([O-])[O-].[Na+].[Na+] (Na2CO3). Procedure details: 6.5 g of the thus obtained 2-methyl-4-aminopyridine-N-oxide were dissolved in 80 ml of acetic anhydride and heated for 3 hours at 80° to 100° C. The excess anhydride was decomposed with ice, the solution adjusted with Na2CO3 to pH 8 and extracted with dichloromethane. After rotating in the organic phase, 5 g of 2-acetoxymethyl-4-acetylaminopyridine were obtained. Yields the product C(C)(=O)OCC1=NC=CC(=C1)NC(C)=O (2-acetoxymethyl-4-acetylaminopyridine). Starting materials: CC(OCc1ccccc1)C(CCO)n1cnc(C(N)=O)c1, CCOC(=O)N=NC(=O)OCC, C1CCOC1, Oc1cccc2ccccc12, c1ccc(P(c2ccccc2)c2ccccc2)cc1. Yields the product CC(OCc1ccccc1)C(CCOc1cccc2ccccc12)n1cnc(C(N)=O)c1. Reaction SMILES: [CH2:12]([c:13]1[cH:14][cH:15][cH:16][cH:17][cH:18]1)[O:19][CH:20]([CH3:21])[CH:22]([CH2:23][CH2:24][OH:25])[n:26]1[cH:27][n:28][c:29]([C:31](=[O:32])[NH2:33])[cH:30]1.[O:53]=[C:54]([O:55][CH2:56][CH3:57])[N:58]=[N:59][C:60]([O:61][CH2:62][CH3:63])=[O:64].[O:65]1[CH2:66][CH2:67][CH2:68][CH2:69]1.[OH:1][c:2]1[cH:3][cH:4][cH:5][c:6]2[cH:7][cH:8][cH:9][cH:10][c:11]12.[c:34]1([P:35]([c:36]2[cH:37][cH:38][cH:39][cH:40][cH:41]2)[c:42]2[cH:43][cH:44][cH:45][cH:46][cH:47]2)[cH:48][cH:49][cH:50][cH:51][cH:52]1>>[O:1]([c:2]1[cH:3][cH:4][cH:5][c:6]2[cH:7][cH:8][cH:9][cH:10][c:11]12)[CH2:24][CH2:23][CH:22]([CH:20]([O:19][CH2:12][c:13]1[cH:14][cH:15][cH:16][cH:17][cH:18]1)[CH3:21])[n:26]1[cH:27][n:28][c:29]([C:31](=[O:32])[NH2:33])[cH:30]1. As a reaction SMILES: [CH2:1]([O:8][C:9]1[CH:14]=[CH:13][C:12]([O:15]C(=O)C)=[C:11]([O:19][CH2:20][C@H:21]2[CH2:23][O:22]2)[CH:10]=1)[C:2]1[CH:7]=[CH:6][CH:5]=[CH:4][CH:3]=1.[OH-].[Na+]>C1COCC1>[CH2:1]([O:8][C:9]1[CH:14]=[CH:13][C:12]2[O:15][C@@H:21]([CH2:23][OH:22])[CH2:20][O:19][C:11]=2[CH:10]=1)[C:2]1[CH:3]=[CH:4][CH:5]=[CH:6][CH:7]=1 |f:1.2|. Reported procedure: To a stirred solution of acetic acid 4-benzyloxy-2-((R)-1-oxiranylmethoxy)phenyl ester (1.34 g, 4.26 mmol) in THF (30 ml), was added aq 2 M NaOH (2.45 ml). The mixture was stirred overnight at RT, THF was removed under reduced pressure and water (50 ml) was added. The water solution was then extracted three times with EtOAc and the combined extracts washed with water and brine. The organic layer was dried (Na2SO4), and evaporated in vacuo. The crude product (1.07 g) was used without purification... Run at time 8 hour. Solvent: C1CCOC1 (THF). Yields the product C(C1=CC=CC=C1)OC1=CC2=C(O[C@H](CO2)CO)C=C1 (((S)-6-Benzyloxy-2,3-dihydrobenzo[1,4]dioxin-2-yl)methanol). The reactants are C(C1=CC=CC=C1)OC1=CC(=C(C=C1)OC(C)=O)OC[C@@H]1OC1 (acetic acid 4-benzyloxy-2-((R)-1-oxiranylmethoxy)phenyl ester), [OH-].[Na+] (NaOH). As a reaction SMILES: [NH:1]1[C:5]2[CH:6]=[CH:7][CH:8]=[CH:9][C:4]=2[N:3]=[C:2]1[CH:10]([OH:30])[C:11]1[CH:29]=[CH:28][C:14]([O:15][C:16]2[C:21]([C:22]3[CH2:26][CH2:25][CH:24]([OH:27])[CH:23]=3)=[CH:20][CH:19]=[CH:18][N:17]=2)=[CH:13][CH:12]=1.[H][H]>O1CCCC1.[Pd]>[NH:1]1[C:5]2[CH:6]=[CH:7][CH:8]=[CH:9][C:4]=2[N:3]=[C:2]1[CH:10]([OH:30])[C:11]1[CH:29]=[CH:28][C:14]([O:15][C:16]2[C:21]([CH:22]3[CH2:26][CH2:25][CH:24]([OH:27])[CH2:23]3)=[CH:20][CH:19]=[CH:18][N:17]=2)=[CH:13][CH:12]=1. The product is N1C(=NC2=C1C=CC=C2)C(C2=CC=C(OC1=NC=CC=C1C1CC(CC1)O)C=C2)O (3-(2-(4-((1H-benzo[d]imidazol-2-yl)(hydroxy)methyl)phenoxy)pyridin-3-yl)cyclopentanol). Reagents/catalysts: [Pd] (palladium). Run at temperature 40 celsius, time 5 hour. Starting materials: N1C(=NC2=C1C=CC=C2)C(C2=CC=C(OC1=NC=CC=C1C1=CC(CC1)O)C=C2)O (3-(2-(4-((1H-benzo[d]imidazol-2-yl)(hydroxy)methyl)phenoxy)pyridin-3-yl)cyclopent-2-enol), [H][H] (hydrogen), [H][H] (hydrogen). The solvent is O1CCCC1 (Tetrahydrofuran). Reported procedure: A solution of 3-(2-(4-((1H-benzo[d]imidazol-2-yl)(hydroxy)methyl)phenoxy)pyridin-3-yl)cyclopent-2-enol (780 mg, 1.953 mmol) in Tetrahydrofuran (50 mL) was treated with palladium, 10% wt. on activated carbon (208 mg, 0.195 mmol) under nitrogen. The reaction flask was equipped with a hydrogen balloon and cycled through vacuum-hydrogen cycles (3×). The reaction was heated to 40° C. under hydrogen. After 5 h, the reaction was cooled to 23° C., and filtered through celite. The filter cake was washed ...